This data is from the Open Reaction Database (ORD), a public repository of structured organic reaction records. The task is: describe an organic reaction: reactants, conditions, products, and yield Reaction SMILES: [CH2:18]([Cl:19])[Cl:20].[CH3:15][O-:16].[CH3:21][OH:22].[CH3:7][S:8][CH2:9][CH2:10][CH2:11][C:12](=[O:13])[OH:14].[Na+:17].[OH:1][CH:2]1[CH2:3][CH2:4][CH2:5][CH2:6]1>>[O:1]([CH:2]1[CH2:3][CH2:4][CH2:5][CH2:6]1)[C:12]([CH2:11][CH2:10][CH2:9][S:8][CH3:7])=[O:13]. Yields the product CSCCCC(=O)OC1CCCC1. Starting materials: ClCCl, C[O-], CO, CSCCCC(=O)O, [Na+], OC1CCCC1. The reactants are CC(C)(C)OC(=O)NC1C=CC(C(=O)O)(C2CCOC2)C1, CCO, [H][H], O=[Pt]=O. Yields the product CC(C)(C)OC(=O)NC1CCC(C(=O)O)(C2CCOC2)C1. Reaction SMILES: [C:1]([CH3:2])([CH3:3])([CH3:4])[O:5][C:6](=[O:7])[NH:8][CH:9]1[CH:10]=[CH:11][C:12]([C:14](=[O:15])[OH:16])([CH:17]2[CH2:18][O:19][CH2:20][CH2:21]2)[CH2:13]1.[CH3:24][CH2:25][OH:26].[H:22][H:23].[Pt:27](=[O:28])=[O:29]>>[C:1]([CH3:2])([CH3:3])([CH3:4])[O:5][C:6](=[O:7])[NH:8][CH:9]1[CH2:10][CH2:11][C:12]([C:14](=[O:15])[OH:16])([CH:17]2[CH2:18][O:19][CH2:20][CH2:21]2)[CH2:13]1. The reactants are II, O.C1(=CC=CC=C1)C(=O)C=O (phenylglyoxal hydrate), FC1=CC=C(C=C1)C(C)=O (4′-fluoroacetophenone). Yields the product O.FC1=CC=C(C=C1)C(=O)C=O (4-Fluorophenylglyoxal hydrate). Reaction SMILES: O.[C:2]1([C:8]([CH:10]=[O:11])=[O:9])[CH:7]=[CH:6][CH:5]=[CH:4][CH:3]=1.[F:12]C1C=CC(C(=O)C)=CC=1>>[OH2:9].[F:12][C:5]1[CH:6]=[CH:7][C:2]([C:8]([CH:10]=[O:11])=[O:9])=[CH:3][CH:4]=1 |f:0.1,3.4|. Reported procedure: The title compound was prepared using essentially the same procedure as described by H. A. Riley and A. R. Gray in Organic Synthesis, Collective Volume II, p. 509 for the preparation of phenylglyoxal hydrate, but using 4′-fluoroacetophenone in place of acetophenone.